Dataset: the Open Reaction Database (ORD), a public repository of structured organic reaction records. Task: describe an organic reaction: reactants, conditions, products, and yield Reactants: C12C(CC(CC1)N2)NC=2C=1C=CN=CC1C=CC2 (N-((1SR,2RS,4RS)-7-azabicyclo[2.2.1]heptan-2-yl)isoquinolin-5-amine), CC1=CC=C(C=O)C=C1 (4-methylbenzaldehyde). The product is CC1=CC=C(CN2C3C(CC2CC3)NC=3C=2C=CN=CC2C=CC3)C=C1 (N-((1SR,2RS,4RS)-7-(4-methylbenzyl)-7-azabicyclo[2.2.1]heptan-2-yl)isoquinolin-5-amine). Reaction SMILES: [CH:1]12[NH:7][CH:4]([CH2:5][CH2:6]1)[CH2:3][CH:2]2[NH:8][C:9]1[C:10]2[CH:11]=[CH:12][N:13]=[CH:14][C:15]=2[CH:16]=[CH:17][CH:18]=1.[CH3:19][C:20]1[CH:27]=[CH:26][C:23]([CH:24]=O)=[CH:22][CH:21]=1>>[CH3:19][C:20]1[CH:27]=[CH:26][C:23]([CH2:24][N:7]2[CH:4]3[CH2:5][CH2:6][CH:1]2[CH:2]([NH:8][C:9]2[C:10]4[CH:11]=[CH:12][N:13]=[CH:14][C:15]=4[CH:16]=[CH:17][CH:18]=2)[CH2:3]3)=[CH:22][CH:21]=1. Procedure details: Reaction of Intermediate 29 with 4-methylbenzaldehyde affords the title compound. Reaction SMILES: [NH2:1][C:2]1[NH:6][N:5]=[N:4][C:3]=1[C:7]([NH2:9])=[O:8].[H-].[Na+].[C:12]([C:14]1[C:21]([Cl:22])=[CH:20][C:17]([CH2:18]Cl)=[CH:16][C:15]=1[Cl:23])#[N:13]>CN(C)C=O>[NH2:1][C:2]1[N:6]([CH2:18][C:17]2[CH:16]=[C:15]([Cl:23])[C:14]([C:12]#[N:13])=[C:21]([Cl:22])[CH:20]=2)[N:5]=[N:4][C:3]=1[C:7]([NH2:9])=[O:8] |f:1.2|. Run in CN(C=O)C (N,N-dimethylformamide). The product is NC1=C(N=NN1CC1=CC(=C(C(=C1)Cl)C#N)Cl)C(=O)N (5-amino-1-(4-cyano-3,5-dichlorobenzyl)-1,2,3-triazole-4-carboxamide). Yield: 23.4%. The reactants are NC1=C(N=NN1)C(=O)N (5-amino-1,2,3-triazole-4-carboxamide), [H-].[Na+] (sodium hydride), [H-].[Na+] (NaH), C(#N)C1=C(C=C(CCl)C=C1Cl)Cl (4-cyano-3,5-dichlorobenzyl chloride). Procedure details: A stirred, ambient temperature solution of 5-amino-1,2,3-triazole-4-carboxamide (630 mg, 5.0 mmol) in dry N,N-dimethylformamide (20 ml) was treated with sodium hydride (250 mg of a 50% dispersion in mineral oil, 125 mg NaH, 5.2 mmol). The resulting suspension was stirred 10 min., 4-cyano-3,5-dichlorobenzyl chloride (1.1 g, 5.0 mmol) was added, and the mixture was stirred 2 hours. The reaction was quenched by pouring into ice and water (80 ml). The suspension was filtered and washed three times w... Conditions: time 10 minute.